Dataset: the Open Reaction Database (ORD), a public repository of structured organic reaction records. Task: describe an organic reaction: reactants, conditions, products, and yield Reactants: C1(O)=CC(O)=CC=C1 (resorcinol), ClC1=CC=C(C=C1)CC(=O)O (4-chlorophenylacetic acid), B(F)(F)F.CCOCC (boron trifluoride etherate), C(C)(=O)[O-].[Na+] (sodium acetate). Conditions: temperature 85 celsius, time 1.75 hour. Product: ClC1=CC=C(C=C1)CC(=O)C1=C(C=C(C=C1)O)O (2-(4-Chlorophenyl)-1-(2,4-dihydroxyphenyl)-ethanone). RXN SMILES: [C:1]1([CH:8]=[CH:7][CH:6]=[C:4]([OH:5])[CH:3]=1)[OH:2].[Cl:9][C:10]1[CH:15]=[CH:14][C:13]([CH2:16][C:17](O)=[O:18])=[CH:12][CH:11]=1.B(F)(F)F.CCOCC.C([O-])(=O)C.[Na+]>>[Cl:9][C:10]1[CH:15]=[CH:14][C:13]([CH2:16][C:17]([C:6]2[CH:7]=[CH:8][C:1]([OH:2])=[CH:3][C:4]=2[OH:5])=[O:18])=[CH:12][CH:11]=1 |f:2.3,4.5|. Reported procedure: A mixture of resorcinol (100 g, 0.908 mol), 4-chlorophenylacetic acid (170 g, 0.999 mol) and boron trifluoride etherate is stirred mechanically at 85° C. for 1.75 h. The dark red-brown reaction mixture is allowed to cool to room temperature and then poured slowly into aqueous sodium acetate (1 l, 30% w/v). The suspension is stirred overnight at room temperature. The orange brown precipitate is removed by filtration, dried in vacuo and then triturated with isopropyl ether/hexane (1:9) to give a y... Starting materials: ClCCCN1CCCC1 ((3-chloropropyl)pyrrolidine), [H-].[Na+] (sodium hydride), [I-].[Na+] (sodium iodide), COC1=CC2=C(CCC=3C(=NN(C23)C2=CC=C(C=C2)O)C)C=C1 (4-(8-Methoxy-3-methyl-4,5-dihydrobenzo[g]indazol-1-yl)-phenol). Run in CN(C=O)C (N,N-dimethylformamide), C([O-])(O)=O.[Na+] (sodium bicarbonate). Run at temperature 70 celsius. Product: COC1=CC2=C(CCC=3C(=NN(C23)C2=CC=C(C=C2)OCCCN2CCCC2)C)C=C1 (8-Methoxy-3-methyl-1-[4-(3-pyrrolidin-1-ylpropoxy)phenyl]-4,5-dihydro-1H-benzo[g]indazole). Yield: 20.6%. Reaction SMILES: [CH3:1][O:2][C:3]1[CH:23]=[CH:22][C:6]2[CH2:7][CH2:8][C:9]3[C:10]([CH3:21])=[N:11][N:12]([C:14]4[CH:19]=[CH:18][C:17]([OH:20])=[CH:16][CH:15]=4)[C:13]=3[C:5]=2[CH:4]=1.Cl[CH2:25][CH2:26][CH2:27][N:28]1[CH2:32][CH2:31][CH2:30][CH2:29]1.[H-].[Na+].[I-].[Na+]>CN(C)C=O.C(=O)(O)[O-].[Na+]>[CH3:1][O:2][C:3]1[CH:23]=[CH:22][C:6]2[CH2:7][CH2:8][C:9]3[C:10]([CH3:21])=[N:11][N:12]([C:14]4[CH:19]=[CH:18][C:17]([O:20][CH2:25][CH2:26][CH2:27][N:28]5[CH2:32][CH2:31][CH2:30][CH2:29]5)=[CH:16][CH:15]=4)[C:13]=3[C:5]=2[CH:4]=1 |f:2.3,4.5,7.8|. Procedure: 4-(8-Methoxy-3-methyl-4,5-dihydrobenzo[g]indazol-1-yl)-phenol (0.1 mmol) was dissolved in N,N-dimethylformamide (1 mL), and -(3-chloropropyl)pyrrolidine (15 mg, 0.1 mmol), sodium hydride (4 mg, 60% dispersion in mineral oil, 0.1 mmol) and sodium iodide (15 mg, 0.1 mmol) were added. The reaction was heated at 70° C. for 3 hours. The solution was diluted with saturated sodium bicarbonate and extracted with ethyl acetate. The extracts were dried over MgSO4 and concentrated. SiO2 chromatography with... Reactants: C(C)(=O)OC=1C=C(C=C2N3CC4NC4C(C(C12)COC(N)=O)(O3)OC(C)=O)C(OC)OC (8-carbamoyloxymethyl-4-dimethoxymethyl-14-oxa-1,11-diazatetracyclo[7.4.1.02,7.010,12 ]tetradeca-2,4,6-trien-6,9-diyl diacetate), C(C)(=O)O (acetic acid), [H-].[Na+] (sodium hydride), CI (methyl iodide). Solvent: O1CCCC1 (tetrahydrofuran), O1CCCC1 (tetrahydrofuran). Conditions: time 3 hour. Product: C(C)(=O)OC=1C=C(C=C2N3CC4N(C4C(C(C12)COC(N)=O)(O3)OC(C)=O)C)C(OC)OC (8-carbamoyloxymethyl-4-dimethoxymethyl-11-methyl-14-oxa-1,11-diazatetracyclo[7.4.1.02,7.010,12 ]tetradeca-2,4,6-trien-6,9-diyl diacetate). RXN SMILES: [H-].[Na+].[C:3]([O:6][C:7]1[CH:8]=[C:9]([CH:30]([O:33][CH3:34])[O:31][CH3:32])[CH:10]=[C:11]2[C:19]=1[CH:18]([CH2:20][O:21][C:22](=[O:24])[NH2:23])[C:17]1([O:26][C:27](=[O:29])[CH3:28])[O:25][N:12]2[CH2:13][CH:14]2[CH:16]1[NH:15]2)(=[O:5])[CH3:4].CI.[C:37](O)(=O)C>O1CCCC1>[C:3]([O:6][C:7]1[CH:8]=[C:9]([CH:30]([O:31][CH3:32])[O:33][CH3:34])[CH:10]=[C:11]2[C:19]=1[CH:18]([CH2:20][O:21][C:22](=[O:24])[NH2:23])[C:17]1([O:26][C:27](=[O:29])[CH3:28])[O:25][N:12]2[CH2:13][CH:14]2[CH:16]1[N:15]2[CH3:37])(=[O:5])[CH3:4] |f:0.1|. Procedure details: To a suspension of sodium hydride (60% in oil, 4 mg) in tetrahydrofuran (0.5 ml) was added a solution of B-isomer of 8-carbamoyloxymethyl-4-dimethoxymethyl-14-oxa-1,11-diazatetracyclo[7.4.1.02,7.010,12 ]tetradeca-2,4,6-trien-6,9-diyl diacetate (20 mg) in tetrahydrofuran (2.0 mg) in an ice-water bath. To this solution was added methyl iodide (0.4 ml) in an ice-water bath. After stirring for 3 hours at ambient temperature, acetic acid (0.1 ml) was added to the reaction mixture in an ice-water bath... Starting materials: ClC=1C=C2C(=CC=NC2=CC1)CN1N=C2N(C(N(C(C2=C1C1=C(N=C(S1)NC(OC(C)(C)C)=O)C)=O)C)=O)CC1CC1 (tert-butyl 5-[2-[(6-chloroquinolin-4-yl)methyl]-7-(cyclopropylmethyl)-5-methyl-4,6-dioxo-4,5,6,7-tetrahydro-2H-pyrazolo[3,4-d]pyrimidin-3-yl]4-methyl-1,3-thiazol-2-ylcarbamate), C(=O)(C(F)(F)F)O (TFA). The solvent is ClCCl (dichloromethane). Yields the product NC=1SC(=C(N1)C)C=1N(N=C2N(C(N(C(C21)=O)C)=O)CC2CC2)CC2=CC=NC1=CC=C(C=C21)Cl (3-(2-amino-4-methyl-1,3-thiazol-5-yl)-2-[(6-chloroquinolin-4-yl)methyl]-7-(cyclopropylmethyl)-5-methyl-2H-pyrazolo[3,4-d]pyrimidine-4,6(5H,7H)-dione). Reaction SMILES: [Cl:1][C:2]1[CH:3]=[C:4]2[C:9](=[CH:10][CH:11]=1)[N:8]=[CH:7][CH:6]=[C:5]2[CH2:12][N:13]1[C:21]([C:22]2[S:26][C:25]([NH:27]C(=O)OC(C)(C)C)=[N:24][C:23]=2[CH3:35])=[C:20]2[C:15]([N:16]([CH2:39][CH:40]3[CH2:42][CH2:41]3)[C:17](=[O:38])[N:18]([CH3:37])[C:19]2=[O:36])=[N:14]1.C(O)(C(F)(F)F)=O>ClCCl>[NH2:27][C:25]1[S:26][C:22]([C:21]2[N:13]([CH2:12][C:5]3[C:4]4[C:9](=[CH:10][CH:11]=[C:2]([Cl:1])[CH:3]=4)[N:8]=[CH:7][CH:6]=3)[N:14]=[C:15]3[C:20]=2[C:19](=[O:36])[N:18]([CH3:37])[C:17](=[O:38])[N:16]3[CH2:39][CH:40]2[CH2:42][CH2:41]2)=[C:23]([CH3:35])[N:24]=1. Procedure details: This compound was synthesized by treating tert-butyl 5-[2-[(6-chloroquinolin-4-yl)methyl]-7-(cyclopropylmethyl)-5-methyl-4,6-dioxo-4,5,6,7-tetrahydro-2H-pyrazolo[3,4-d]pyrimidin-3-yl]4-methyl-1,3-thiazol-2-ylcarbamate with 10% TFA in dichloromethane at room temperature for 5 hours. Mass: 508.13 (M+H).